From a dataset of the Open Reaction Database (ORD), a public repository of structured organic reaction records. describe an organic reaction: reactants, conditions, products, and yield Starting materials: C([O-])([O-])=O.[K+].[K+] (potassium carbonate), [BH-](OC(=O)C)(OC(=O)C)OC(=O)C.[Na+] (NaB(OAc)3H), [BH-](OC(=O)C)(OC(=O)C)OC(=O)C.[Na+] (NaB(OAc)3H), NC=1C(=NC=CC1)Cl (3-amino-2-chloropyridine). Solvent: ClCCCl (DCE), CC(=O)C (acetone), CO (MeOH), C(C)(=O)O (acetic acid), CC(=O)O (HOAc), O (water), ClCCCl (1,2-dichloroethane), CC(=O)C (Acetone). Reaction conditions: time 10 minute. The product is ClC1=NC=CC=C1C(C)C (2-Chloro-3-isopropylpyridine). As a reaction SMILES: N[C:2]1[C:3]([Cl:8])=[N:4][CH:5]=[CH:6][CH:7]=1.[BH-](O[C:19]([CH3:21])=O)(OC(C)=O)OC(C)=O.[Na+].[C:23](=O)([O-])[O-].[K+].[K+]>ClCCCl.O.CO.CC(O)=O.CC(C)=O>[Cl:8][C:3]1[C:2]([CH:19]([CH3:21])[CH3:23])=[CH:7][CH:6]=[CH:5][N:4]=1 |f:1.2,3.4.5|. Procedure details: Acetone (1.1 mL, 14.89 mmol) was added to a stirred solution of 3-amino-2-chloropyridine 1 (1.662 g, 12.67 mmol) in 1,2-dichloroethane at room temperature. And then acetic acid (0.7 mL, 12.22 mmol) was added. After about 10 min, NaB(OAc)3H (3.005 g, 13.47 mmol) was added. The resulting mixture was stirred at room temperature for 24 h. More of acetone (5.5 ml) and NaB(OAc)3H (356 mg) and DCE (5 mL) were added. HOAc (0.35 mL) was added. After 2 h, MeOH (5 mL) was added. After overnight at room tem... Starting materials: Cc1cccc(C(Br)C(Br)c2cccc(Br)c2)n1, CCO, [K+], [OH-]. Yields the product Cc1cccc(C#Cc2cccc(Br)c2)n1. Reaction SMILES: [Br:1][CH:2]([CH:3]([c:4]1[cH:5][c:6]([Br:10])[cH:7][cH:8][cH:9]1)[Br:11])[c:12]1[n:13][c:14]([CH3:18])[cH:15][cH:16][cH:17]1.[CH3:21][CH2:22][OH:23].[K+:20].[OH-:19]>>[C:2](#[C:3][c:4]1[cH:5][c:6]([Br:10])[cH:7][cH:8][cH:9]1)[c:12]1[n:13][c:14]([CH3:18])[cH:15][cH:16][cH:17]1. The reactants are ClC1=C(C=C(C(=O)NC(C)C)C=C1)C#N (4-Chloro-3-cyano-N-(1-methylethyl)benzamide), Cl.N1CCC(CC1)N1C(OCC2=C1C=CC=C2)=O (1-piperidin-4-yl-1,4-dihydro-2H-3,1-benzoxazin-2-one hydrochloride). Product: C(#N)C=1C=C(C(=O)NC(C)C)C=CC1N1CCC(CC1)N1C(OCC2=C1C=CC=C2)=O (3-Cyano-N-(1-methylethyl)-4-[4-(2-oxo-2H-3,1-benzoxazin-1(4H)-yl)piperidin-1-yl]benzamide). Reaction SMILES: Cl[C:2]1[CH:13]=[CH:12][C:5]([C:6]([NH:8][CH:9]([CH3:11])[CH3:10])=[O:7])=[CH:4][C:3]=1[C:14]#[N:15].Cl.[NH:17]1[CH2:22][CH2:21][CH:20]([N:23]2[C:28]3[CH:29]=[CH:30][CH:31]=[CH:32][C:27]=3[CH2:26][O:25][C:24]2=[O:33])[CH2:19][CH2:18]1>>[C:14]([C:3]1[CH:4]=[C:5]([CH:12]=[CH:13][C:2]=1[N:17]1[CH2:18][CH2:19][CH:20]([N:23]2[C:28]3[CH:29]=[CH:30][CH:31]=[CH:32][C:27]=3[CH2:26][O:25][C:24]2=[O:33])[CH2:21][CH2:22]1)[C:6]([NH:8][CH:9]([CH3:11])[CH3:10])=[O:7])#[N:15] |f:1.2|. Procedure details: The title compound was prepared from the product of step (iii) (0.29 g) and 1-piperidin-4-yl-1,4-dihydro-2H-3,1-benzoxazin-2-one hydrochloride (0.3 g) using the method of example 115 step (ii). Yield 0.073 g. Reactants: CC(C)(C)C1CO1, O=C([O-])[O-], CCc1cc2c(=O)[nH]c(=O)n(Cc3ccc(-c4ccccc4C#N)cc3)c2s1, CN(C)C=O, CCOC(C)=O, [K+], [K+], O. The product is CCc1cc2c(=O)n(CC(O)C(C)(C)C)c(=O)n(Cc3ccc(-c4ccccc4C#N)cc3)c2s1. As a reaction SMILES: [C:29]([CH3:30])([CH3:31])([CH3:32])[CH:33]1[O:34][CH2:35]1.[C:36](=[O:37])([O-:38])[O-:39].[CH2:1]([CH3:2])[c:3]1[cH:4][c:5]2[c:6]([n:7]([CH2:13][c:14]3[cH:15][cH:16][c:17](-[c:20]4[c:21]([C:26]#[N:27])[cH:22][cH:23][cH:24][cH:25]4)[cH:18][cH:19]3)[c:8](=[O:12])[nH:9][c:10]2=[O:11])[s:28]1.[CH3:42][N:43]([CH3:44])[CH:45]=[O:46].[CH3:48][CH2:49][O:50][C:51](=[O:52])[CH3:53].[K+:40].[K+:41].[OH2:47]>>[CH2:1]([CH3:2])[c:3]1[cH:4][c:5]2[c:6]([n:7]([CH2:13][c:14]3[cH:15][cH:16][c:17](-[c:20]4[c:21]([C:26]#[N:27])[cH:22][cH:23][cH:24][cH:25]4)[cH:18][cH:19]3)[c:8](=[O:12])[n:9]([CH2:35][CH:33]([C:29]([CH3:30])([CH3:31])[CH3:32])[OH:34])[c:10]2=[O:11])[s:28]1. Starting materials: OC=1C=C(C2=C(C=C(O2)C2=CC=C(C=C2)O)C1)C(=O)O (5-Hydroxy-2-(4-hydroxy-phenyl)-benzofuran-7-carboxylic acid), Cl.CCO (HCl EtOH). Isolated yield 92.0%. The product is C(C)OC(=O)C1=CC(=CC=2C=C(OC21)C2=CC=C(C=C2)O)O (5-Hydroxy-2-(4-hydroxy-phenyl)-benzofuran-7-carboxylic acid ethyl ester). Reaction SMILES: [OH:1][C:2]1[CH:3]=[C:4]([C:18]([OH:20])=[O:19])[C:5]2[O:9][C:8]([C:10]3[CH:15]=[CH:14][C:13]([OH:16])=[CH:12][CH:11]=3)=[CH:7][C:6]=2[CH:17]=1.Cl.[CH3:22][CH2:23]O>>[CH2:22]([O:19][C:18]([C:4]1[C:5]2[O:9][C:8]([C:10]3[CH:15]=[CH:14][C:13]([OH:16])=[CH:12][CH:11]=3)=[CH:7][C:6]=2[CH:17]=[C:2]([OH:1])[CH:3]=1)=[O:20])[CH3:23] |f:1.2|. Procedure: A solution of carboxylic acid 24 (3.5 g, 13 mmol) in HCl/EtOH(100 ml) was refluxed for 2 hr. The reaction was then cooled, concentrated and the product was dissolved in EtOAc, washed with sat NaHCO3, dried over MgSO4, and concentrated to give a solid. The solid was triturated with CH2Cl2 filtered to give the desired product (3.5 g, 92%); Mp=221–223° C.; 1NMR (DMSO-d6) δ 9.90 (s, 1 H), 9.55(s, 1 H), 7.73 (d, 2 H, J=8.5 Hz), 7.23 (d, 1 H, J=2.1 Hz), 7.17 (d. 1 H, J=2.5 Hz), 7.12 (s, 1 H), 6.88 (d,... Reactants: Cl (Hydrochloric acid), C(C)OC(=O)C=1C(=NOC1C)CCCC (3-butyl-5-methyl-isoxazole-4-carboxylic acid ethyl ester), C(C1=CC=CC=C1)=O (benzaldehyde), [O-]CC.[Na+] (sodium ethoxide). Run in C(C)O (ethanol). Product: C(CCC)C1=NOC(=C1C(=O)O)\C=C\C1=CC=CC=C1 (3-Butyl-5-([E]-styryl)-isoxazole-4-carboxylic acid). The yield is 41.5%. As a reaction SMILES: C([O:3][C:4]([C:6]1[C:7]([CH2:12][CH2:13][CH2:14][CH3:15])=[N:8][O:9][C:10]=1[CH3:11])=[O:5])C.[CH:16](=O)[C:17]1[CH:22]=[CH:21][CH:20]=[CH:19][CH:18]=1.[O-]CC.[Na+].Cl>C(O)C>[CH2:12]([C:7]1[C:6]([C:4]([OH:3])=[O:5])=[C:10](/[CH:11]=[CH:16]/[C:17]2[CH:22]=[CH:21][CH:20]=[CH:19][CH:18]=2)[O:9][N:8]=1)[CH2:13][CH2:14][CH3:15] |f:2.3|. Reported procedure: To a solution of 3-butyl-5-methyl-isoxazole-4-carboxylic acid ethyl ester (15.0 g, 71.0 mmol) and benzaldehyde (7.2 mL, 71.0 mmol) in ethanol (100 mL) was added sodium ethoxide solution (21% in ethanol, 29.1 mL, 78.0 mmol) and the reaction mixture was stirred at reflux for 2 h, cooled to room temperature and stirred for 17 h. Hydrochloric acid (1 N, 85 mL) was added and the resulting mixture was extracted twice with dichloromethane. The combined phases were washed with brine, dried over sodium s... Reaction SMILES: [CH:1]1([CH2:4][O:5][C:6]2[CH:26]=[CH:25][C:9]([C:10]([NH:12][C@H:13]3[CH2:22][CH2:21][C:20]4[C:15](=[CH:16][CH:17]=[C:18]([CH:23]=[O:24])[CH:19]=4)[CH2:14]3)=[O:11])=[CH:8][CH:7]=2)[CH2:3][CH2:2]1.[CH3:27]I.[H-].[Na+].[Cl-].[NH4+]>CN(C=O)C>[CH:1]1([CH2:4][O:5][C:6]2[CH:26]=[CH:25][C:9]([C:10]([N:12]([C@H:13]3[CH2:22][CH2:21][C:20]4[C:15](=[CH:16][CH:17]=[C:18]([CH:23]=[O:24])[CH:19]=4)[CH2:14]3)[CH3:27])=[O:11])=[CH:8][CH:7]=2)[CH2:3][CH2:2]1 |f:2.3,4.5|. Reactants: [Cl-].[NH4+] (ammonium chloride), C1(CC1)COC1=CC=C(C(=O)N[C@@H]2CC3=CC=C(C=C3CC2)C=O)C=C1 (4-cyclopropylmethoxy-N—((S)-6-formyl-1,2,3,4-tetrahydronaphthalen-2-yl)-benzamide), CI (methyl iodide), [H-].[Na+] (sodium hydride). Product: C1(CC1)COC1=CC=C(C(=O)N(C)[C@@H]2CC3=CC=C(C=C3CC2)C=O)C=C1 (4-Cyclopropylmethoxy-N—((S)-6-formyl-1,2,3,4-tetrahydronaphthalen-2-yl)-N-methylbenzamide). Solvent: CN(C)C=O (DMF). Conditions: time 15 minute. Reported procedure: A mixture of 4-cyclopropylmethoxy-N—((S)-6-formyl-1,2,3,4-tetrahydronaphthalen-2-yl)-benzamide (2.70 g), methyl iodide (0.534 ml) and DMF (100 ml) was admixed at 0° C. with sodium hydride (55% in paraffin oil; 0.34 g) in portions. After 15 minutes, the reaction mixture was poured into saturated ammonium chloride solution and extracted with ethyl acetate. The organic phase was dried over sodium sulfate and concentrated. The residue was chromatographed on silica gel (eluent: 30% n-heptane in ethyl...